This data is from the Open Reaction Database (ORD), a public repository of structured organic reaction records. The task is: describe an organic reaction: reactants, conditions, products, and yield Starting materials: CC(C)(C)OC(=O)NC1CCC(CC=O)CC1, O=C(c1sccc1Cl)C1CCNCC1, Cl. Product: CC(C)(C)OC(=O)NC1CCC(CCN2CCC(C(=O)c3sccc3Cl)CC2)CC1. RXN SMILES: [C:16]([CH3:17])([CH3:18])([CH3:19])[O:20][C:21]([NH:22][CH:23]1[CH2:24][CH2:25][CH:26]([CH2:29][CH:30]=[O:31])[CH2:27][CH2:28]1)=[O:32].[Cl:2][c:3]1[c:4]([C:8](=[O:9])[CH:10]2[CH2:11][CH2:12][NH:13][CH2:14][CH2:15]2)[s:5][cH:6][cH:7]1.[ClH:1]>>[Cl:2][c:3]1[c:4]([C:8](=[O:9])[CH:10]2[CH2:11][CH2:12][N:13]([CH2:30][CH2:29][CH:26]3[CH2:25][CH2:24][CH:23]([NH:22][C:21]([O:20][C:16]([CH3:17])([CH3:18])[CH3:19])=[O:32])[CH2:28][CH2:27]3)[CH2:14][CH2:15]2)[s:5][cH:6][cH:7]1. Reactants: C(=S)(Cl)Cl (thiophosgene), C(O)([O-])=O.[Na+] (sodium hydrogen carbonate), FC(COC1=CC=C(N)C=C1)(F)F (4-(2,2,2-Trifluoroethoxy)aniline), Cl (hydrochloric acid). Run in O1CCCC1 (tetrahydrofuran), O1CCCC1 (tetrahydrofuran). Conditions: temperature -5 celsius, time 5 minute. The product is N(=C=S)C1=CC=C(C=C1)OCC(F)(F)F (1-isothiocyanato-4-(2,2,2-trifluoroethoxy)benzene). As a reaction SMILES: [F:1][C:2]([F:13])([F:12])[CH2:3][O:4][C:5]1[CH:11]=[CH:10][C:8]([NH2:9])=[CH:7][CH:6]=1.Cl.[C:15](Cl)(Cl)=[S:16].C(=O)([O-])O.[Na+]>O1CCCC1>[N:9]([C:8]1[CH:10]=[CH:11][C:5]([O:4][CH2:3][C:2]([F:12])([F:13])[F:1])=[CH:6][CH:7]=1)=[C:15]=[S:16] |f:3.4|. Procedure details: 4-(2,2,2-Trifluoroethoxy)aniline (10 g) was dissolved in tetrahydrofuran (100 ml), 6M hydrochloric acid (9 ml) was added thereto, and the mixture was cooled to −5° C. A solution of thiophosgene (4.01 ml) in tetrahydrofuran (20 ml) was added dropwise thereto over 5 min, and the mixture was stirred at −5° C. for 10 min. Saturated aqueous sodium hydrogen carbonate solution (125 ml) was poured into the mixture, and the mixture was extracted twice with ethyl acetate (200 ml). The extracted layers wer... Yields the product COC=1C(=C(OCCCCC#N)C=CC1C(=C)C1=C(C=CC=C1)OC)CCC (5-(3-Methoxy-4-[1-(2-methoxyphenyl)ethenyl]2-propylphenoxy)pentanenitrile). Reported procedure: To a suspension of 0.56 g of methyltriphenylphosphonium bromide in 10 ml of dry tetrahydrofuran were added 0.88 ml of a 1.6 molar n-butyllithium solution in hexane. After stirring for 3 hours under a nitrogen atmosphere, 0.5 g of 5-[3-methoxy-4-(2-methoxybenzoyl)-2-propylphenoxy]pentanenitrile were added in 5 ml of tetrahydrofuran. The reaction was stirred for 40 hours at 25° C. and then at 65° C. for 24 hours. After cooling to room temperature, the reaction mixture was filtered and the filtrate... RXN SMILES: [CH2:1]([Li])CCC.[CH3:6][O:7][C:8]1[C:9]([CH2:31][CH2:32][CH3:33])=[C:10]([CH:18]=[CH:19][C:20]=1[C:21](=O)[C:22]1[CH:27]=[CH:26][CH:25]=[CH:24][C:23]=1[O:28][CH3:29])[O:11][CH2:12][CH2:13][CH2:14][CH2:15][C:16]#[N:17]>[Br-].C[P+](C1C=CC=CC=1)(C1C=CC=CC=1)C1C=CC=CC=1.O1CCCC1.CCCCCC>[CH3:6][O:7][C:8]1[C:9]([CH2:31][CH2:32][CH3:33])=[C:10]([CH:18]=[CH:19][C:20]=1[C:21]([C:22]1[CH:27]=[CH:26][CH:25]=[CH:24][C:23]=1[O:28][CH3:29])=[CH2:1])[O:11][CH2:12][CH2:13][CH2:14][CH2:15][C:16]#[N:17] |f:2.3|. Solvent: O1CCCC1 (tetrahydrofuran), CCCCCC (hexane), O1CCCC1 (tetrahydrofuran). Reaction conditions: time 3 hour. The reagents and catalysts are [Br-].C[P+](C1=CC=CC=C1)(C1=CC=CC=C1)C1=CC=CC=C1 (methyltriphenylphosphonium bromide). Starting materials: COC=1C(=C(OCCCCC#N)C=CC1C(C1=C(C=CC=C1)OC)=O)CCC (5-[3-methoxy-4-(2-methoxybenzoyl)-2-propylphenoxy]pentanenitrile), C(CCC)[Li] (n-butyllithium). Reactants: ClC1=NC=CC(=N1)N (2-chloropyrimidin-4-amine), C[O-].[Na+] (sodium methoxide). The solvent is CO (methanol). Yields the product COC1=NC=CC(=N1)N (2-methoxypyrimidin-4-amine). RXN SMILES: Cl[C:2]1[N:7]=[C:6]([NH2:8])[CH:5]=[CH:4][N:3]=1.[CH3:9][O-:10].[Na+]>CO>[CH3:9][O:10][C:2]1[N:7]=[C:6]([NH2:8])[CH:5]=[CH:4][N:3]=1 |f:1.2|. Reported procedure: The solution of 2-chloropyrimidin-4-amine (1 mmol) and sodium methoxide (1.5 mmol) in 10 ml methanol was refluxed for 2 h, after removing of solvent, the residue was dissolved in CH2Cl2 and washed with water, dried over anhydrous NaSO4, concentrated in vacuo to give 2-methoxypyrimidin-4-amine. Reactants: C(CCC)[Sn](C(=C)OCC)(CCCC)CCCC (tributyl(1-ethoxyvinyl)stannane), ClC1=CC=C2C(=N1)C=CN2C(=O)OC(C)(C)C (tert-butyl 5-chloropyrrolo[3,2-b]pyridine-1-carboxylate). The reagents and catalysts are C=1C=CC(=CC1)[P](C=2C=CC=CC2)(C=3C=CC=CC3)[Pd]([P](C=4C=CC=CC4)(C=5C=CC=CC5)C=6C=CC=CC6)([P](C=7C=CC=CC7)(C=8C=CC=CC8)C=9C=CC=CC9)[P](C=1C=CC=CC1)(C=1C=CC=CC1)C=1C=CC=CC1 (Pd(PPh3)4). Solvent: CCOC(=O)C (EtOAc), CN(C)C=O (DMF). Reaction conditions: temperature 100 celsius, time 2 day. The product is N1C=CC2=NC(=CC=C21)C(C)=O (1-(1H-pyrrolo[3,2-b]-pyridin-5-yl)ethanone). Isolated yield 63.9%. Reaction SMILES: C([Sn](CCCC)(CCCC)[C:6]([O:8]CC)=[CH2:7])CCC.Cl[C:20]1[N:25]=[C:24]2[CH:26]=[CH:27][N:28](C(OC(C)(C)C)=O)[C:23]2=[CH:22][CH:21]=1>CN(C=O)C.CCOC(C)=O.C1C=CC([P]([Pd]([P](C2C=CC=CC=2)(C2C=CC=CC=2)C2C=CC=CC=2)([P](C2C=CC=CC=2)(C2C=CC=CC=2)C2C=CC=CC=2)[P](C2C=CC=CC=2)(C2C=CC=CC=2)C2C=CC=CC=2)(C2C=CC=CC=2)C2C=CC=CC=2)=CC=1>[NH:28]1[C:23]2[C:24](=[N:25][C:20]([C:6](=[O:8])[CH3:7])=[CH:21][CH:22]=2)[CH:26]=[CH:27]1 |^1:50,52,71,90|. Procedure details: A high-pressure tube was charged with tributyl(1-ethoxyvinyl)stannane (7.75 g, 21.45 mmol) and tert-butyl 5-chloropyrrolo[3,2-b]pyridine-1-carboxylate (4.17 g, 16.50 mmol) in degassed DMF (64.0 mL) and Pd(PPh3)4 (1.9 g, 1.65 mmol) was added in one batch. The tube was closely tightly and the reaction mixture was stirred at 100° C. under N2 for 2 d. The reaction mixture was cooled, diluted with EtOAc (350 mL), and filtered through a pad of Celite® to remove solid Pd. The filtrate was washed with w...